Dataset: the Open Reaction Database (ORD), a public repository of structured organic reaction records. Task: describe an organic reaction: reactants, conditions, products, and yield Starting materials: Cc1cccc([N+](=O)[O-])c1N, [Pd]. Yields the product Cc1cccc(N)c1N. RXN SMILES: [CH3:1][c:2]1[c:3]([NH2:4])[c:5]([N+:9]([O-:10])=[O:11])[cH:6][cH:7][cH:8]1.[Pd:12]>>[CH3:1][c:2]1[c:3]([NH2:4])[c:5]([NH2:9])[cH:6][cH:7][cH:8]1.